This data is from the Open Reaction Database (ORD), a public repository of structured organic reaction records. The task is: describe an organic reaction: reactants, conditions, products, and yield Reactants: ( 100 ), ( 9 ), ( 12 ), CC1CNC(=O)C(NC(=O)/C=C/CC(OC(=O)C(OC1=O)CC(C)C)C(C)C2C(O2)C3=CC=CC=C3)CC4=CC(=C(C=C4)OC)Cl (Cryptophycin), C[C@@H]1CNC(=O)[C@H](NC(=O)/C=C/C[C@H](OC(=O)[C@@H](OC1=O)CC(C)C)[C@H](C)/C=C/C=2C=CC=CC2)CC=3C=CC(=C(C3)Cl)OC (Cryptophycin 3), ( 5 ), ( 5 ), C[C@@H]1CNC(=O)[C@H](NC(=O)/C=C/C[C@H](OC(=O)[C@@H](OC1=O)CC(C)C)[C@H](C)/C=C/C=2C=CC=CC2)CC=3C=CC(=C(C3)Cl)OC (Cryptophycin 3), ( 8 ), NCC(C(=O)O)C (3-amino-2-methylpropionic acid), CC1CNC(=O)C(NC(=O)/C=C/CC(OC(=O)C(OC1=O)CC(C)C)C(C)C2C(O2)C3=CC=CC=C3)CC4=CC(=C(C=C4)OC)Cl (Cryptophycin), C[C@@H]1CNC(=O)[C@H](NC(=O)/C=C\C[C@H](OC(=O)[C@@H](OC1=O)CC(C)C)[C@H](C)/C=C/C2=CC=CC=C2)CC3=CC=C(C=C3)OC (Cryptophycin 4), ( 9 ), ( 55 ), CC1CNC(=O)C(NC(=O)/C=C/CC(OC(=O)C(OC1=O)CC(C)C)C(C)C2C(O2)C3=CC=CC=C3)CC4=CC(=C(C=C4)OC)Cl (Cryptophycin), C[C@@H]1CNC(=O)[C@H](NC(=O)/C=C\C[C@H](OC(=O)[C@@H](OC1=O)CC(C)C)[C@H](C)/C=C/C2=CC=CC=C2)CC3=CC=C(C=C3)OC (Cryptophycin 4), C[C@@H]1CNC(=O)[C@H](NC(=O)/C=C/C[C@H](OC(=O)[C@@H](OC1=O)CC(C)C)[C@H](C)[C@@H]2[C@H](O2)C3=CC=CC=C3)CC4=CC(=C(C=C4)OC)Cl (Cryptophycin 1), C[C@H]1[C@@H](O[C@H]([C@@H]1O)C2=CC=CC=C2)C/C=C/C(=O)N[C@H](CC3=CC(=C(C=C3)OC)Cl)C(=O)NC[C@@H](C)C(=O)OC (Cryptophycin 6), ( 47/16 ), ( ε ), C(C(O)CC(C)C)(=O)O (leucic acid), CC1CNC(=O)C(NC(=O)/C=C/CC(OC(=O)C(OC1=O)CC(C)C)C(C)C2C(O2)C3=CC=CC=C3)CC4=CC(=C(C=C4)OC)Cl (Cryptophycin), ( 93 ), ( 5 ), C[C@@H]1CNC(=O)[C@H](NC(=O)/C=C/C[C@H](OC(=O)[C@@H](OC1=O)CC(C)C)[C@H](C)[C@@H]2[C@H](O2)C3=CC=CC=C3)CC4=CC(=C(C=C4)OC)Cl (Cryptophycin 1), C[C@@H]1CNC(=O)[C@H](NC(=O)/C=C\C[C@H](OC(=O)[C@@H](OC1=O)CC(C)C)[C@H](C)/C=C/C2=CC=CC=C2)CC3=CC=C(C=C3)OC (Cryptophycin 4), ClC=1C=C(C[C@H](N)C(=O)O)C=CC1OC (3-chloro-4-methoxyphenylalanine), CC1CNC(=O)C(NC(=O)/C=C/CC(OC(=O)C(OC1=O)CC(C)C)C(C)C2C(O2)C3=CC=CC=C3)CC4=CC(=C(C=C4)OC)Cl (Cryptophycin), OC(CC=CC(=O)O)C(C(C(C1=CC=CC=C1)O)O)C (5,7,8-trihydroxy-6-methyl-8-phenyl-2-octenoic acid), ( 66/27 ), C[C@@H]1CNC(=O)[C@H](NC(=O)/C=C/C[C@H](OC(=O)[C@@H](OC1=O)CC(C)C)[C@H](C)/C=C/C=2C=CC=CC2)CC=3C=CC(=C(C3)Cl)OC (Cryptophycin 3), CC1CNC(=O)C(NC(=O)/C=C/CC(OC(=O)C(OC1=O)CC(C)C)C(C)C2C(O2)C3=CC=CC=C3)CC4=CC(=C(C=C4)OC)Cl (Cryptophycin), ( 8 ), C[C@@H]1CNC(=O)[C@H](NC(=O)/C=C/C[C@H](OC(=O)[C@@H](OC1=O)CC(C)C)[C@H](C)/C=C/C=2C=CC=CC2)CC=3C=CC(=C(C3)Cl)OC (Cryptophycin 3), ( 10/14 ), ( 11/13 ), C[C@@H]1CNC(=O)[C@H](NC(=O)/C=C/C[C@H](OC(=O)[C@@H](OC1=O)CC(C)C)[C@H](C)[C@@H]2[C@H](O2)C3=CC=CC=C3)CC4=CC(=C(C=C4)OC)Cl (Cryptophycin 1), C[C@@H]1CNC(=O)[C@H](NC(=O)/C=C/C[C@H](OC(=O)[C@@H](OC1=O)CC(C)C)[C@H](C)[C@@H]2[C@H](O2)C3=CC=CC=C3)CC4=CC(=C(C=C4)OC)Cl (Cryptophycin 1), C[C@H]1[C@@H](O[C@H]([C@@H]1O)C2=CC=CC=C2)C/C=C/C(=O)N[C@H](CC3=CC(=C(C=C3)OC)Cl)C(=O)NC[C@@H](C)C(=O)OC (Cryptophycin 6). Solvent: CO (MeOH). The product is C[C@@H]([C@@H]1C/C=C/C(=O)N[C@@H](C(=O)NCCC(=O)O[C@H](C(=O)O1)CC(C)C)CC=2C=CC(=C(C2)Cl)OC)[C@@H]3[C@H](O3)C=4C=CC=CC4 (Cryptophycin 16). Reaction SMILES: [OH:1][CH:2]([CH:9]([CH3:20])[CH:10]([OH:19])[CH:11](O)[C:12]1[CH:17]=[CH:16][CH:15]=[CH:14][CH:13]=1)[CH2:3][CH:4]=[CH:5][C:6]([OH:8])=O.[Cl:21][C:22]1[CH:23]=[C:24]([CH:31]=[CH:32][C:33]=1[O:34][CH3:35])[CH2:25][C@@H:26]([C:28]([OH:30])=O)[NH2:27].[NH2:36][CH2:37][CH:38](C)[C:39]([OH:41])=[O:40].[C:43](O)(=[O:50])[CH:44]([CH2:46][CH:47]([CH3:49])[CH3:48])O.C[C@H]1C(=O)O[C@@H](CC(C)C)C(=O)O[C@H]([C@@H]([C@H]2O[C@@H]2C2C=CC=CC=2)C)CC=CC(=O)N[C@H](CC2C=CC(OC)=C(Cl)C=2)C(=O)NC1.CC1C(=O)OC(CC(C)C)C(=O)OC(C(C2OC2C2C=CC=CC=2)C)CC=CC(=O)NC(CC2C=CC(OC)=C(Cl)C=2)C(=O)NC1.C[C@H]1C(=O)O[C@@H](CC(C)C)C(=O)O[C@H]([C@@H](/C=C/C2C=CC=CC=2)C)CC=CC(=O)N[C@H](CC2C=CC(OC)=C(Cl)C=2)C(=O)NC1.C[C@H]1C(=O)O[C@@H](CC(C)C)C(=O)O[C@H]([C@@H](/C=C/C2C=CC=CC=2)C)CC=CC(=O)N[C@H](CC2C=CC(OC)=CC=2)C(=O)NC1.C[C@@H]1[C@@H](O)[C@H](C2C=CC=CC=2)O[C@H]1C/C=C/C(N[C@@H](C(NC[C@H](C(OC)=O)C)=O)CC1C=CC(OC)=C(Cl)C=1)=O>CO>[CH3:20][C@H:9]([C@H:10]1[O:19][C@@H:11]1[C:12]1[CH:13]=[CH:14][CH:15]=[CH:16][CH:17]=1)[C@H:2]1[O:1][C:43](=[O:50])[C@H:44]([CH2:46][CH:47]([CH3:49])[CH3:48])[O:41][C:39](=[O:40])[CH2:38][CH2:37][NH:36][C:28](=[O:30])[C@@H:26]([CH2:25][C:24]2[CH:31]=[CH:32][C:33]([O:34][CH3:35])=[C:22]([Cl:21])[CH:23]=2)[NH:27][C:6](=[O:8])[CH:5]=[CH:4][CH2:3]1. Procedure: [α]D +41.3°(MeOH, c 5.2); UV λmax (ε) 242 (4963), 280 (2430), 286 (2212); IR (neat) νmax 3402, 3270, 2960, 1748, 1724, 1676, 1514, 1466, 1343, 1239, 1177 cm-1 ; EIMS m/z (rel intensity) 640/642 (66/27), 398/400 (47/16), 265 (55), 227 (93), 181 (100); high resolution EIMS m/z 640.25676 (calcd for C34H41ClN2O8b , -1.6 mmu error). 1H NMR (CDCl3): amino or hydroxyacid unit δ (carbon position, multiplicity; J in Hz) 7, 8-epoxy-5-hydroxy-6-methyl-8-phenyl-2-octenoic acid (A) 5.74 (2, d; 16), 6.67 (3, ...